From a dataset of the Open Reaction Database (ORD), a public repository of structured organic reaction records. describe an organic reaction: reactants, conditions, products, and yield The reactants are O.[OH-].[Li+] (lithium hydroxide monohydrate), COC(=O)C1=CN(C=C1C)C1=C2C=CC=NC2=CC=C1 (3-methoxycarbonyl-4-methyl-1-(quinolin-5-yl)-1H-pyrrole), O (water). Solvent: O1CCCC1 (tetrahydrofuran). Run at time 30 hour. Yields the product C(=O)(O)C1=CN(C=C1C)C1=C2C=CC=NC2=CC=C1 (3-carboxy-4-methyl-1-(quinolin-5-yl)-1H-pyrrole). The yield is 65.2%. As a reaction SMILES: O.[OH-].[Li+].C[O:5][C:6]([C:8]1[C:12]([CH3:13])=[CH:11][N:10]([C:14]2[CH:23]=[CH:22][CH:21]=[C:20]3[C:15]=2[CH:16]=[CH:17][CH:18]=[N:19]3)[CH:9]=1)=[O:7].O>O1CCCC1>[C:6]([C:8]1[C:12]([CH3:13])=[CH:11][N:10]([C:14]2[CH:23]=[CH:22][CH:21]=[C:20]3[C:15]=2[CH:16]=[CH:17][CH:18]=[N:19]3)[CH:9]=1)([OH:7])=[O:5] |f:0.1.2|. Reported procedure: 0.504 g (12.2 mmol) of lithium hydroxide monohydrate is added to 0.8 g (3.04 mmol) of 3-methoxycarbonyl-4-methyl-1-(quinolin-5-yl)-1H-pyrrole dissolved in 25 mL of tetrahydrofuran and 25 mL of water at a temperature in the region of 20° C. After stirring for 30 hours at the reflux temperature of the solvent, the reaction mixture is concentrated to dryness under reduced pressure (2.7 kPa). The residue is taken up in 20 mL of water and then neutralized with 1 N hydrochloric acid. The mixture is fi... The reactants are O1C(CCCC1)N1N=C(C2=CC(=CC=C12)C1=NN(C=N1)C(C1=CC=CC=C1)(C1=CC=CC=C1)C1=CC=CC=C1)C=1C=C(C(=O)OC)C=CC1 (methyl 3-{1-perhydro-2H-pyran-2-yl-5-[1-(triphenylmethyl) (1,2,4-triazol-3-yl)]-1H-indazol-3-yl}benzoate), O.[OH-].[Li+] (lithium hydroxide monohydrate), C(C)(C)(C1=CC=CC=C1)N (cumylamine), O.ON1N=NC2=C1C=CC=C2 (1-hydroxybenzotriazole hydrate), Cl.CN(CCCN=C=NCC)C (1-(3-dimethylaminopropyl)-3-ethylcarbodiimide hydrochloride). Run in O1CCCC1.O (tetrahydrofuran water), O1CCCC1 (tetrahydrofuran). Conditions: temperature 60 celsius, time 18 hour. The product is N1N=CN=C1C=1C=C2C(=NNC2=CC1)C=1C=C(C=CC1)C(=O)NC(C)(C1=CC=CC=C1)C ([3-(5-(1H-1,2,4-TRIAZOL-5-YL)(1H-INDAZOL-3-YL))PHENYL]-N-(1-METHYL-1-PHENYLETHYL)CARBOXAMIDE). Yield: 143.8%. Reaction SMILES: O1CCCCC1[N:7]1[C:15]2[C:10](=[CH:11][C:12]([C:16]3[N:20]=[CH:19][N:18](C(C4C=CC=CC=4)(C4C=CC=CC=4)C4C=CC=CC=4)[N:17]=3)=[CH:13][CH:14]=2)[C:9]([C:40]2[CH:41]=[C:42]([CH:47]=[CH:48][CH:49]=2)[C:43](OC)=[O:44])=[N:8]1.O.[OH-].[Li+].[C:53]([NH2:62])([C:56]1[CH:61]=[CH:60][CH:59]=[CH:58][CH:57]=1)([CH3:55])[CH3:54].O.ON1C2C=CC=CC=2N=N1.Cl.CN(C)CCCN=C=NCC>O1CCCC1.O1CCCC1.O>[NH:17]1[C:16]([C:12]2[CH:11]=[C:10]3[C:15](=[CH:14][CH:13]=2)[NH:7][N:8]=[C:9]3[C:40]2[CH:41]=[C:42]([C:43]([NH:62][C:53]([CH3:55])([C:56]3[CH:61]=[CH:60][CH:59]=[CH:58][CH:57]=3)[CH3:54])=[O:44])[CH:47]=[CH:48][CH:49]=2)=[N:20][CH:19]=[N:18]1 |f:1.2.3,5.6,7.8,10.11|. Procedure: To a stirred solution of methyl 3-{1-perhydro-2H-pyran-2-yl-5-[1-(triphenylmethyl) (1,2,4-triazol-3-yl)]-1H-indazol-3-yl}benzoate (0.400 g, 0.619 mmol) in a tetrahydrofuran/water mixture (2.50 mL/1.00 mL) was added lithium hydroxide monohydrate (0.0780 g, 1.86 mmol) and the mixture heated at 60° C. for 21 h. To this mixture was added tetrahydrofuran (2.00 mL), cumylamine (0.270 mL, 1.86 mmol), 1-hydroxybenzotriazole hydrate (0.251 g, 1.86 mmol) and 1-(3-dimethylaminopropyl)-3-ethylcarbodiimide h...